This data is from the Open Reaction Database (ORD), a public repository of structured organic reaction records. The task is: describe an organic reaction: reactants, conditions, products, and yield Reactants: ClC1=C2C(=NC(=C1C)C)N(N=C2C)C2=C(C=C(C=C2C)C)C (4-chloro-3,5,6-trimethyl-1-(2,4,6-trimethylphenyl)-1H-pyrazolo[3,4-b]pyridin), CC=1C=CC(=CC1)S(=O)(=O)O (p-TsOH), C(C)NCCC (ethylpropylamine). Reagents/catalysts: [Cu](Br)Br (Copper bromide). The solvent is CS(=O)C (dimethylsulfoxide). The product is C(C)C(CC)NC1=C2C(=NC(=C1C)C)N(N=C2C)C2=C(C=C(C=C2C)C)C ((1-Ethylpropyl)-[3,5,6-trimethyl-1-(2,4,6trimethylphenyl)-1H-pyrazolo[3,4-b]pyridin-4-yl]-amine). As a reaction SMILES: Cl[C:2]1[C:7]([CH3:8])=[C:6]([CH3:9])[N:5]=[C:4]2[N:10]([C:14]3[C:19]([CH3:20])=[CH:18][C:17]([CH3:21])=[CH:16][C:15]=3[CH3:22])[N:11]=[C:12]([CH3:13])[C:3]=12.[CH3:23][C:24]1C=C[C:27](S(O)(=O)=O)=[CH:28][CH:29]=1.C([NH:36]CCC)C>CS(C)=O.[Cu](Br)Br>[CH2:24]([CH:29]([NH:36][C:2]1[C:7]([CH3:8])=[C:6]([CH3:9])[N:5]=[C:4]2[N:10]([C:14]3[C:19]([CH3:20])=[CH:18][C:17]([CH3:21])=[CH:16][C:15]=3[CH3:22])[N:11]=[C:12]([CH3:13])[C:3]=12)[CH2:28][CH3:27])[CH3:23]. Procedure: A mixture of 4-chloro-3,5,6-trimethyl-1-(2,4,6-trimethylphenyl)-1H-pyrazolo[3,4-b]pyridin (227 mg, 0.72 mmol), p-TsOH (124 mg) and ethylpropylamine (0.5 ml) in 1 ml of dimethylsulfoxide (DMSO) was heated at reflux for 4 hours (thin layer chromatography showed no reaction). Copper bromide (40 mg) was added and the reaction was heated for an additional 15 hours at reflux. The reaction mixture was quenched with saturated ammonium chloride and extracted with ethyl acetate (EtOAc). The organic layer ...